This data is from the Open Reaction Database (ORD), a public repository of structured organic reaction records. The task is: describe an organic reaction: reactants, conditions, products, and yield Yields the product NC(C(CC)CC)CCCCCCCCC(C(CC)CC)N (4,13-Diamino-3,14-diethylhexadecane). Reaction SMILES: NC(CCCCCCCCC(N)C(C)C)C(C)C.[CH3:19][CH2:20][CH:21]([CH:24]1[CH2:35][CH2:34][CH2:33][CH2:32][CH2:31][CH2:30][CH2:29][CH2:28][CH:27]([CH:36]([CH2:39][CH3:40])[CH2:37][CH3:38])[NH:26][NH:25]1)[CH2:22][CH3:23]>>[NH2:25][CH:24]([CH2:35][CH2:34][CH2:33][CH2:32][CH2:31][CH2:30][CH2:29][CH2:28][CH:27]([NH2:26])[CH:36]([CH2:37][CH3:38])[CH2:39][CH3:40])[CH:21]([CH2:22][CH3:23])[CH2:20][CH3:19]. Reactants: NC(C(C)C)CCCCCCCCC(C(C)C)N (3,12-Diamino-2,13-dimethyltetradecane), CCC(CC)C1NNC(CCCCCCCC1)C(CC)CC (3,12-di-(3-pentyl)-1,2-diazacyclododecane). Procedure details: The procedure described in (a) is repeated, starting from 49 g (0.16 mole) of 3,12-di-(3-pentyl)-1,2-diazacyclododecane and using correspondingly reduced amounts of catalyst and solvent, affording after purification by chromatography 37.5 g (75% of theory) of 4,13-diamino-3,14-diethylhexadecane as a colourless oil [nD20 =1.4664; IR spectrum (liquid) includes bands at 3330, 1626 cm-1 ]. Starting materials: CC(C)(C)OC(=O)NC1(C(=O)NC(C#N)Cc2ccc(-c3ccc(F)cc3)cc2)CCOCC1, O=CO. Yields the product N#CC(Cc1ccc(-c2ccc(F)cc2)cc1)NC(=O)C1(N)CCOCC1. As a reaction SMILES: [C:1](#[N:2])[CH:3]([CH2:4][c:5]1[cH:6][cH:7][c:8](-[c:11]2[cH:12][cH:13][c:14]([F:17])[cH:15][cH:16]2)[cH:9][cH:10]1)[NH:18][C:19](=[O:20])[C:21]1([NH:27][C:28](=[O:29])[O:30][C:31]([CH3:32])([CH3:33])[CH3:34])[CH2:22][CH2:23][O:24][CH2:25][CH2:26]1.[CH:35]([OH:36])=[O:37]>>[C:1](#[N:2])[CH:3]([CH2:4][c:5]1[cH:6][cH:7][c:8](-[c:11]2[cH:12][cH:13][c:14]([F:17])[cH:15][cH:16]2)[cH:9][cH:10]1)[NH:18][C:19](=[O:20])[C:21]1([NH2:27])[CH2:22][CH2:23][O:24][CH2:25][CH2:26]1.